From a dataset of the Open Reaction Database (ORD), a public repository of structured organic reaction records. describe an organic reaction: reactants, conditions, products, and yield The reactants are COC(=O)C1CC(OC=O)CN1C(=O)OC(C)(C)C, CO. The product is COC(=O)C1CC(O)CN1C(=O)OC(C)(C)C. Reaction SMILES: [C:1]([CH3:2])([CH3:3])([CH3:4])[O:5][C:6](=[O:7])[N:8]1[CH:9]([C:16](=[O:17])[O:18][CH3:19])[CH2:10][CH:11]([O:13][CH:14]=[O:15])[CH2:12]1.[CH3:20][OH:21]>>[C:1]([CH3:2])([CH3:3])([CH3:4])[O:5][C:6](=[O:7])[N:8]1[CH:9]([C:16](=[O:17])[O:18][CH3:19])[CH2:10][CH:11]([OH:13])[CH2:12]1.